Dataset: the Open Reaction Database (ORD), a public repository of structured organic reaction records. Task: describe an organic reaction: reactants, conditions, products, and yield Yields the product C1(=CC=CC2=CC=CC=C12)O (1-naphthol). RXN SMILES: [CH:1]1[C:6](N)=[CH:5][CH:4]=[C:3](N)[CH:2]=1.OO.[OH2:11]>CC(O[Na])=O>[C:1]1([OH:11])[C:6]2[C:5](=[CH:6][CH:1]=[CH:2][CH:3]=2)[CH:4]=[CH:3][CH:2]=1. Conditions: time 1 hour. Solvent: CC(=O)O[Na] (CH3COONa). Reactants: C1=CC(=CC=C1N)N (p-phenylenediamine), OO (hydrogen peroxide), O (DI water). Procedure details: A 0.5 mg/ml solution of a first compound (p-phenylenediamine, “A”) and a 0.5 mg/ml solution of a second compound (1-naphthol, “B”) was prepared by dissolving the compound in the appropriate amount of 0.1 M CH3COONa, pH 5.5, buffer. A total volume of 100 ml was used in each LOM beaker. 100 ml “A”was added to one beaker and 50 ml “A” and 50 ml “B” were combined to form 100 ml in a second beaker. Swatches of the material listed above were then wetted in DI water and soaked in the precursor solution...